This data is from the Open Reaction Database (ORD), a public repository of structured organic reaction records. The task is: describe an organic reaction: reactants, conditions, products, and yield The reactants are C(C1=CC=CC=C1)OC(=O)NCC(=O)O (benzyloxycarbonyl-glycine), CN1C(CNC(C2=C1C=CC(=C2)Cl)C2=CC=CC=C2)=O (1-methyl-5-phenyl-7-chloro-1,3,4,5-tetrahydro-2H-1,4-benzodiazepine-2-one), CCOCC (ether), P(Cl)(Cl)(Cl)(Cl)Cl (phosphorous pentachloride). The solvent is C(C)N(CC)CC (triethylamine), O1CCCC1 (tetrahydrofuran). Run at time 20 minute. Yields the product CN1C(CN(C(C2=C1C=CC(=C2)Cl)C2=CC=CC=C2)C(CNC(=O)OCC2=CC=CC=C2)=O)=O (1-methyl-4-(N-benzyloxycarbonyl-aminoacetyl)-5-phenyl- 7-chloro-1,3,4,5-tetrahydro-2H-1,4-benzodiazepine-2-one). The yield is 90.0%. RXN SMILES: [CH2:1]([O:8][C:9]([NH:11][CH2:12][C:13]([OH:15])=O)=[O:10])[C:2]1[CH:7]=[CH:6][CH:5]=[CH:4][CH:3]=1.CCOCC.P(Cl)(Cl)(Cl)(Cl)Cl.[CH3:27][N:28]1[C:34]2[CH:35]=[CH:36][C:37]([Cl:39])=[CH:38][C:33]=2[CH:32]([C:40]2[CH:45]=[CH:44][CH:43]=[CH:42][CH:41]=2)[NH:31][CH2:30][C:29]1=[O:46]>C(N(CC)CC)C.O1CCCC1>[CH3:27][N:28]1[C:34]2[CH:35]=[CH:36][C:37]([Cl:39])=[CH:38][C:33]=2[CH:32]([C:40]2[CH:45]=[CH:44][CH:43]=[CH:42][CH:41]=2)[N:31]([C:13](=[O:15])[CH2:12][NH:11][C:9]([O:8][CH2:1][C:2]2[CH:3]=[CH:4][CH:5]=[CH:6][CH:7]=2)=[O:10])[CH2:30][C:29]1=[O:46]. Procedure: 2.8 g. (13.4 mmoles) of benzyloxycarbonyl-glycine are suspended in 27 ml. of dry ether, and 3 g. (15 mmoles) of phosphorous pentachloride are added in portions to the suspension at 0° C. The mixture is stirred for 20 minutes, and thereafter a solution of 2.86 g. (10 mmoles) of 1-methyl-5-phenyl-7-chloro-1,3,4,5-tetrahydro-2H-1,4-benzodiazepine-2-one in 15 ml. of dry tetrahydrofuran containing 9 ml. of triethylamine is added dropwise to the obtained solution. The reaction mixture is stirred in an... Reaction SMILES: [Br:28][CH2:29][c:30]1[cH:31][cH:32][cH:33][cH:34][cH:35]1.[C:36](=[O:37])([O-:38])[O-:39].[C:42](=[O:43])([OH:44])[O-:45].[CH2:1]([c:2]1[cH:3][cH:4][cH:5][cH:6][cH:7]1)[c:8]1[n:9][c:10]2[c:11]([n:12](-[c:15]3[cH:16][c:17]([C:21](=[O:22])[OH:23])[cH:18][cH:19][cH:20]3)[c:13]1=[O:14])[n:24][cH:25][cH:26][cH:27]2.[CH3:47][N:48]([CH3:49])[CH:50]=[O:51].[CH3:52][CH2:53][O:54][C:55](=[O:56])[CH3:57].[K+:40].[K+:41].[Na+:46]>>[CH2:1]([c:2]1[cH:3][cH:4][cH:5][cH:6][cH:7]1)[c:8]1[n:9][c:10]2[c:11]([n:12](-[c:15]3[cH:16][c:17]([C:21](=[O:22])[O:23][CH2:29][c:30]4[cH:31][cH:32][cH:33][cH:34][cH:35]4)[cH:18][cH:19][cH:20]3)[c:13]1=[O:14])[n:24][cH:25][cH:26][cH:27]2. Starting materials: BrCc1ccccc1, O=C([O-])[O-], O=C([O-])O, O=C(O)c1cccc(-n2c(=O)c(Cc3ccccc3)nc3cccnc32)c1, CN(C)C=O, CCOC(C)=O, [K+], [K+], [Na+]. The product is O=C(OCc1ccccc1)c1cccc(-n2c(=O)c(Cc3ccccc3)nc3cccnc32)c1. The reactants are 1,1-Dimethyl-2-hydroxyamine, [Cl-].CC(CCl)(C)[NH3+] (1,1-dimethyl-2-chloroethylammonium chloride), CC1=C(C=CC(=C1)[N+](=O)[O-])N=C=S (2-Methyl-4-nitrophenyl isothiocyanate), [Cl-].CC(CCl)(C)[NH3+] (1,1-dimethyl-2-chloroethylammonium chloride). The product is CC1=C(C=CC(=C1)[N+](=O)[O-])N=C1SCC(N1)(C)C (2-(2-methyl-4-nitrophenylimino)-4,4-dimethyl-1,3-thiazolidine). As a reaction SMILES: [Cl-].[CH3:2][C:3]([NH3+:7])([CH3:6])[CH2:4]Cl.[CH3:8][C:9]1[CH:14]=[C:13]([N+:15]([O-:17])=[O:16])[CH:12]=[CH:11][C:10]=1[N:18]=[C:19]=[S:20]>>[CH3:8][C:9]1[CH:14]=[C:13]([N+:15]([O-:17])=[O:16])[CH:12]=[CH:11][C:10]=1[N:18]=[C:19]1[NH:7][C:3]([CH3:6])([CH3:2])[CH2:4][S:20]1 |f:0.1|. Procedure details: 1,1-Dimethyl-2-hydroxyamine was converted to 1,1-dimethyl-2-chloroethylammonium chloride according to Method B7a. 2-Methyl-4-nitrophenyl isothiocyanate was reacted with 1,1-dimethyl-2-chloroethylammonium chloride according to Method C1a to give 2-(2-methyl-4-nitrophenylimino)-4,4-dimethyl-1,3-thiazolidine. The thiazolidine was reacted with 2-methylprop-2-en-1-yl bromide according to Method D2g to afford 2-(2-methyl-4-nitrophenylimino)-4,4-dimethyl-3-(2-methylprop-2-en-1-yl)-1,3-thiazolidine HBr ... Reactants: O=S1(=O)CCCC1, [Cl-], O=C1c2cccc([N+](=O)[O-])c2C(=O)c2cccc([N+](=O)[O-])c21, N, [NH4+], O. The product is Nc1cccc2c1C(=O)c1cccc([N+](=O)[O-])c1C2=O. RXN SMILES: [CH2:26]1[S:27](=[O:28])(=[O:29])[CH2:30][CH2:31][CH2:32]1.[Cl-:24].[N+:2](=[O:3])([O-:4])[c:5]1[cH:6][cH:7][cH:8][c:9]2[c:18]1[C:17](=[O:19])[c:16]1[c:11]([c:12]([N+:20]([O-:21])=[O:22])[cH:13][cH:14][cH:15]1)[C:10]2=[O:23].[NH3:1].[NH4+:25].[OH2:33]>>[N+:2](=[O:3])([O-:4])[c:5]1[cH:6][cH:7][cH:8][c:9]2[c:18]1[C:17](=[O:19])[c:16]1[c:11]([c:12]([NH2:20])[cH:13][cH:14][cH:15]1)[C:10]2=[O:23]. The reactants are FC(C=1C=C(C=CC1)CCC(=O)O)(F)F (3-[3-(trifluoromethyl)phenyl]propionic acid), C(C(=O)Cl)(=O)Cl (oxalyl chloride), N1N=CC2=CC(=CC=C12)C(=O)NN (1H-indazole-5-carbohydrazide), C(O)([O-])=O.[Na+] (sodium hydrogen carbonate). Reagents/catalysts: CN(C=O)C (N,N-dimethylformamide). The solvent is O1CCCC1 (tetrahydrofuran), O1CCCC1 (tetrahydrofuran), C(C)(=O)OCC (ethyl acetate). Conditions: time 30 minute. Product: FC(C=1C=C(C=CC1)CCC(=O)NNC(=O)C=1C=C2C=NNC2=CC1)(F)F (N′-[3-[3-(trifluoromethyl)phenyl]propionyl]-1H-indazole-5-carbohydrazide). Isolated yield 50.9%. As a reaction SMILES: [F:1][C:2]([F:15])([F:14])[C:3]1[CH:4]=[C:5]([CH2:9][CH2:10][C:11]([OH:13])=O)[CH:6]=[CH:7][CH:8]=1.C(Cl)(=O)C(Cl)=O.[NH:22]1[C:30]2[C:25](=[CH:26][C:27]([C:31]([NH:33][NH2:34])=[O:32])=[CH:28][CH:29]=2)[CH:24]=[N:23]1.C(=O)([O-])O.[Na+]>CN(C)C=O.O1CCCC1.C(OCC)(=O)C>[F:14][C:2]([F:1])([F:15])[C:3]1[CH:4]=[C:5]([CH2:9][CH2:10][C:11]([NH:34][NH:33][C:31]([C:27]2[CH:26]=[C:25]3[C:30](=[CH:29][CH:28]=2)[NH:22][N:23]=[CH:24]3)=[O:32])=[O:13])[CH:6]=[CH:7][CH:8]=1 |f:3.4|. Reported procedure: To a solution of 3-[3-(trifluoromethyl)phenyl]propionic acid (437 mg, 2.00 mmol) and N,N-dimethylformamide (1 drop) in tetrahydrofuran (4 mL) was added oxalyl chloride (0.183 mL, 2.10 mmol) at room temperature, and the resulting mixture was stirred for 30 min. The reaction mixture was added dropwise to a mixture of 1H-indazole-5-carbohydrazide (352 mg, 2.00 mmol), tetrahydrofuran (10 mL) and saturated aqueous sodium hydrogen carbonate solution (10 mL) at room temperature, and the resulting mixtu...